Dataset: the Open Reaction Database (ORD), a public repository of structured organic reaction records. Task: describe an organic reaction: reactants, conditions, products, and yield Reactants: BrB(Br)Br, COc1ccc2nc(NC3CCN(C(=O)C(=O)c4ccc(Cl)cc4)C3)cc(C)c2c1, ClCCl, [Na+], O=C([O-])O. Yields the product Cc1cc(NC2CCN(C(=O)C(=O)c3ccc(Cl)cc3)C2)nc2ccc(O)cc12. RXN SMILES: [B:31]([Br:32])([Br:33])[Br:34].[Cl:1][c:2]1[cH:3][cH:4][c:5]([C:8]([C:9](=[O:10])[N:11]2[CH2:12][CH:13]([NH:16][c:17]3[n:18][c:19]4[cH:20][cH:21][c:22]([O:28][CH3:29])[cH:23][c:24]4[c:25]([CH3:27])[cH:26]3)[CH2:14][CH2:15]2)=[O:30])[cH:6][cH:7]1.[Cl:40][CH2:41][Cl:42].[Na+:35].[OH:36][C:37](=[O:38])[O-:39]>>[Cl:1][c:2]1[cH:3][cH:4][c:5]([C:8]([C:9](=[O:10])[N:11]2[CH2:12][CH:13]([NH:16][c:17]3[n:18][c:19]4[cH:20][cH:21][c:22]([OH:28])[cH:23][c:24]4[c:25]([CH3:27])[cH:26]3)[CH2:14][CH2:15]2)=[O:30])[cH:6][cH:7]1. Reactants: CCOCC, Cc1ccccc1CC1CCNCC1, O=C1Cc2cc(NC(=O)C(=O)O)ccc2N1. The product is Cc1ccccc1CC1CCN(C(=O)C(=O)Nc2ccc3c(c2)CC(=O)N3)CC1. As a reaction SMILES: [CH2:31]([O:32][CH2:33][CH3:34])[CH3:35].[CH3:17][c:18]1[c:19]([CH2:20][CH:21]2[CH2:22][CH2:23][NH:24][CH2:25][CH2:26]2)[cH:27][cH:28][cH:29][cH:30]1.[O:1]=[C:2]1[NH:3][c:4]2[cH:5][cH:6][c:7]([NH:11][C:12]([C:13](=[O:14])[OH:15])=[O:16])[cH:8][c:9]2[CH2:10]1>>[O:1]=[C:2]1[NH:3][c:4]2[cH:5][cH:6][c:7]([NH:11][C:12]([C:13](=[O:15])[N:24]3[CH2:23][CH2:22][CH:21]([CH2:20][c:19]4[c:18]([CH3:17])[cH:30][cH:29][cH:28][cH:27]4)[CH2:26][CH2:25]3)=[O:16])[cH:8][c:9]2[CH2:10]1. Reaction SMILES: [Al+3].[Cl-:2].[Cl-:3].[Cl-].[C:5]1(=[O:12])[O:11][C:9](=[O:10])[CH2:8][C:6]1=[CH2:7].[CH3:13][CH2:14][CH2:15][CH2:16][CH2:17][CH3:18]>C1C(Cl)=CC=C(Cl)C=1>[CH2:7]=[C:6]([CH2:8][C:9](=[O:10])[C:15]1[CH:14]=[CH:13][C:18]([Cl:2])=[C:17]([Cl:3])[CH:16]=1)[C:5]([OH:11])=[O:12] |f:0.1.2.3|. Starting materials: [Al+3].[Cl-].[Cl-].[Cl-] (Aluminium chloride anhydrous), C1(C(=C)CC(=O)O1)=O (itaconic anhydride), CCCCCC (hexane). Isolated yield 67.0%. Run in C1=CC(=CC=C1Cl)Cl (dichlorobenzene). Procedure details: Aluminium chloride anhydrous (53 g, 0.13 mol.) was added to a solution of itaconic anhydride (15 g, 0.13 mol.) in dichlorobenzene (100 mL) at room temperature. The reaction mixture was heated to 50° C. for 3 hours. and then inverse quenched with cold water/37% hydrochloric acid (100 mL/100 mL) maintaining the temperature below 30° C. After stirring the quenched reaction for 15 min., hexane (80 mL) was added and stirring continued for 0.5 hours. The product was filtered and dried in a vacuum oven... Reaction conditions: temperature 50 celsius, time 0.5 hour. The product is C=C(C(=O)O)CC(C1=CC(=C(C=C1)Cl)Cl)=O (2-methyliden-4-oxo-4-(3′,4′-dichlorophenyl)butanoic acid). Reactants: COC(C=1C=C(C=CC1[N+](=O)[O-])C(C#N)(C1=CC=CC=C1)N1CCOCC1)OC ((3-Dimethoxymethyl-4-nitro-phenyl)-morpholin-4-yl-phenyl-acetonitrile), CC(=O)O (CH3CO2H). Yields the product COC(C=1C=C(C=CC1[N+](=O)[O-])C(=O)C1=CC=CC=C1)OC ((3-Dimethoxymethyl-4-nitro-phenyl)-phenyl-methanone). RXN SMILES: [CH3:1][O:2][CH:3]([O:28][CH3:29])[C:4]1[CH:5]=[C:6]([C:13](N2CCOCC2)([C:16]2[CH:21]=[CH:20][CH:19]=[CH:18][CH:17]=2)C#N)[CH:7]=[CH:8][C:9]=1[N+:10]([O-:12])=[O:11].CC(O)=[O:32]>>[CH3:1][O:2][CH:3]([O:28][CH3:29])[C:4]1[CH:5]=[C:6]([C:13]([C:16]2[CH:21]=[CH:20][CH:19]=[CH:18][CH:17]=2)=[O:32])[CH:7]=[CH:8][C:9]=1[N+:10]([O-:12])=[O:11]. Procedure: (3-Dimethoxymethyl-4-nitro-phenyl)-morpholin-4-yl-phenyl-acetonitrile (0.7 mol) in CH3CO2H (1500 ml) was stirred and refluxed for 30 min. The mixture was poured on ice/water and extracted with diisopropyl ether. The organic layer was washed with alkalic water and water. The organic layer was dried (MgSO4) and evaporated to yield a residue. The aqueous layers which contained product were extracted with CH2Cl2. The organic layer was dried (MgSO4) and evaporated to yield a residue. The combined res... Reactants: CO (Methanol), ice water, C(C1=CC=CC=C1)OCC1CC(CCC1)O (3-benzyloxymethylcyclohexanol), CC(=O)C.OS(=O)(=O)O.O=[Cr](=O)=O (Jones reagent), resultant mixture. Run in CC(=O)C (acetone). Product: C(C1=CC=CC=C1)OCC1CC(CCC1)=O (3-benzyloxymethylcyclohexanone). RXN SMILES: [CH2:1]([O:8][CH2:9][CH:10]1[CH2:15][CH2:14][CH2:13][CH:12]([OH:16])[CH2:11]1)[C:2]1[CH:7]=[CH:6][CH:5]=[CH:4][CH:3]=1.CC(C)=O.OS(O)(=O)=O.O=[Cr](=O)=O.CO>CC(C)=O>[CH2:1]([O:8][CH2:9][CH:10]1[CH2:15][CH2:14][CH2:13][C:12](=[O:16])[CH2:11]1)[C:2]1[CH:7]=[CH:6][CH:5]=[CH:4][CH:3]=1 |f:1.2.3|. Procedure details: To a solution of the compound (10) (4.9 g; 22.2 mmol) in acetone (90 ml), Jones reagent (chromic anhydride acid-sulfuric acid) (0.07 mol) is dropwise added, and the resultant mixture is stirred at a temperature of 0° to 10° C. for 2 hours. Methanol is dropwise added to the reaction mixture, which is poured into ice-water and extracted with chloroform. The extract is washed with water, dried and concentrated under reduced pressure. The residue is chromatographed on a silica gel column to give 3-b... Starting materials: Brc1ccc(COc2ccccc2)nc1, [Li]CCCC, CCOCC, CN(C)C=O, O. Yields the product O=Cc1ccc(COc2ccccc2)nc1. As a reaction SMILES: [Br:6][c:7]1[cH:8][cH:9][c:10]([CH2:13][O:14][c:15]2[cH:16][cH:17][cH:18][cH:19][cH:20]2)[n:11][cH:12]1.[CH2:21]([Li:22])[CH2:23][CH2:24][CH3:25].[CH3:1][CH2:2][O:3][CH2:4][CH3:5].[CH3:26][N:27]([CH3:28])[CH:29]=[O:30].[OH2:31]>>[CH:2](=[O:3])[c:7]1[cH:8][cH:9][c:10]([CH2:13][O:14][c:15]2[cH:16][cH:17][cH:18][cH:19][cH:20]2)[n:11][cH:12]1. Starting materials: C(C)OC(C1=CC(=C(C=C1)OC)COCCOC)=O (4-methoxy-3-(2-methoxy-ethoxymethyl)-benzoic acid ethyl ester), [OH-].[Na+] (NaOH). The solvent is C1CCOC1 (THF). Run at temperature 50 celsius, time 8 hour. Product: COC1=C(C=C(C(=O)O)C=C1)COCCOC (4-Methoxy-3-(2-methoxy-ethoxymethyl)-benzoic acid). RXN SMILES: C([O:3][C:4](=[O:19])[C:5]1[CH:10]=[CH:9][C:8]([O:11][CH3:12])=[C:7]([CH2:13][O:14][CH2:15][CH2:16][O:17][CH3:18])[CH:6]=1)C.[OH-].[Na+]>C1COCC1>[CH3:12][O:11][C:8]1[CH:9]=[CH:10][C:5]([C:4]([OH:19])=[O:3])=[CH:6][C:7]=1[CH2:13][O:14][CH2:15][CH2:16][O:17][CH3:18] |f:1.2|. Reported procedure: A solution of 4-methoxy-3-(2-methoxy-ethoxymethyl)-benzoic acid ethyl ester (0.87 g, 3.24 mmol) in a 1:1 mixture of THF and 4N NaOH (10 mL) is stirred at 50° C. overnight. After cooling, the volatiles are removed at reduced pressure, the remaining aqueous phase is acidified to pH 1 by dropwise addition of HCl 37%, and the resulting suspension is filtered off. The precipitate is washed with water, dried overnight in vacuo to give the title compound. TLC, Rf (hexane/AcOEt 1:1)=0.07. MS: 239.0 [M−H... Starting materials: C([C@@H]1[C@@H]([C@@H]([C@H]([C@@H](O1)O[C@H]([C@@H](CO)O)[C@@H]([C@H](CO)O)O)O)O)O)O.O (lactitol monohydrate), C([C@@H]1[C@@H]([C@@H]([C@H]([C@@H](O1)O[C@H]([C@@H](CO)O)[C@@H]([C@H](CO)O)O)O)O)O)O.O.O (lactitol dihydrate). The product is C([C@@H]1[C@@H]([C@@H]([C@H]([C@@H](O1)O[C@@H]2[C@H](O[C@@]([C@H]2O)(CO)O)CO)O)O)O)O (lactitol). As a reaction SMILES: [CH2:1]([OH:23])[C@H:2]1[O:7][C@@H:6]([O:8][C@@H:9]([C@H:14]([OH:19])[C@@H:15]([OH:18])[CH2:16][OH:17])[C@H:10]([OH:13])[CH2:11][OH:12])[C@H:5]([OH:20])[C@@H:4]([OH:21])[C@H:3]1[OH:22].O.C(O)[C@H]1O[C@@H](O[C@@H]([C@H](O)[C@@H](O)CO)[C@H](O)CO)[C@H](O)[C@@H](O)[C@H]1O.O.O>>[CH2:1]([OH:23])[C@H:2]1[O:7][C@@H:6]([O:8][C@H:9]2[C@H:14]([OH:19])[C@@:15]([OH:18])([CH2:16][OH:17])[O:13][C@@H:10]2[CH2:11][OH:12])[C@H:5]([OH:20])[C@@H:4]([OH:21])[C@H:3]1[OH:22] |f:0.1,2.3.4|. Reported procedure: Examples XII-XXVII elucidate the conditions at which lactitol monohydrate and lactitol dihydrate, respectively, may be obtained from aqueous solutions of lactitol. In each instance 200 g lactitol dihydrate was used as the starting material which wasd dissolved in an amount of water varying from 40 g to 50 g at 100° C. Thereupon the solutions obtained were cooled to a temperature varying from 25° C. to 45° C. and seeded with 2 g monohydrate or 2 g dihydrate. The crystallization proper occurred at...